This data is from the Open Reaction Database (ORD), a public repository of structured organic reaction records. The task is: describe an organic reaction: reactants, conditions, products, and yield Starting materials: C(C)(C)(C)OC(=O)N1C(=CC2=C(C=CC=C12)C#C[Si](C)(C)C)C (1-t-Butoxycarbonyl-2-methyl-4-(2-trimethylsilylethynyl)indole), C1CCCCC1 (cyclohexane), aqueous solution, [OH-].[Na+] (sodium hydroxide), OO (hydrogen peroxide). Run in O1CCCC1 (tetrahydrofuran), O1CCCC1 (tetrahydrofuran). Conditions: temperature 0 celsius, time 1 hour. Yields the product C(C)(C)(C)OC(=O)N1C(=CC=2C(=CC=CC12)CC(=O)O)C (1-t-Butoxycarbonyl-2-methylindole-4-acetic acid). RXN SMILES: C1CCCCC1.[C:7]([O:11][C:12]([N:14]1[C:22]2[C:17](=[C:18]([C:23]#[C:24][Si](C)(C)C)[CH:19]=[CH:20][CH:21]=2)[CH:16]=[C:15]1[CH3:29])=[O:13])([CH3:10])([CH3:9])[CH3:8].[OH-:30].[Na+].[OH:32]O>O1CCCC1>[C:7]([O:11][C:12]([N:14]1[C:22]2[CH:21]=[CH:20][CH:19]=[C:18]([CH2:23][C:24]([OH:32])=[O:30])[C:17]=2[CH:16]=[C:15]1[CH3:29])=[O:13])([CH3:10])([CH3:9])[CH3:8] |f:2.3|. Reported procedure: A solution of cyclohexane (16.1 ml) in tetrahydrofuran (160 ml) was cooled at −10° C., and then to the mixture was added dropwise borane-tetrahydrofuran complex (1M, 80 ml), and the mixture was stirred at 0° C. for 1 hour. To the solution was added dropwise a solution of 1-t-butoxycarbonyl-2-methyl-4-(2-trimethylsilylethynyl)indole (13.1 g; prepared in Reference Example 3) in tetrahydrofuran (60 ml), the mixture was stirred for 1 hour at room temperature. To a reaction solution was added dropwis... Reactants: FC1=C(C(=O)CC(=O)OCC)C=C(C(=C1C)F)F (ethyl 2-(2,4,5-trifluoro-3-methylbenzoyl)acetate), C(OCC)([O-])[O-] (ethyl orthoformate), C(C)(=O)OC(C)=O (acetic anhydride). Reaction conditions: time 5 hour. Product: FC1=C(C(=O)C(C(=O)OCC)=COCC)C=C(C(=C1C)F)F (Ethyl 2-(2,4,5-trifluoro-3-methylbenzoyl)-3-ethoxyacrylate). Yield: 99.2%. RXN SMILES: [F:1][C:2]1[C:15]([CH3:16])=[C:14]([F:17])[C:13]([F:18])=[CH:12][C:3]=1[C:4]([CH2:6][C:7]([O:9][CH2:10][CH3:11])=[O:8])=[O:5].[CH:19]([O-])([O-])[O:20][CH2:21][CH3:22].C(OC(=O)C)(=O)C>>[F:1][C:2]1[C:15]([CH3:16])=[C:14]([F:17])[C:13]([F:18])=[CH:12][C:3]=1[C:4]([C:6](=[CH:19][O:20][CH2:21][CH3:22])[C:7]([O:9][CH2:10][CH3:11])=[O:8])=[O:5]. Reported procedure: A mixture of ethyl 2-(2,4,5-trifluoro-3-methylbenzoyl)acetate (5.02 g), ethyl orthoformate (4.29 g) and acetic anhydride (4.93 g) was stirred at 130° to 135° C. for 5 hours and then concentrated under reduced pressure to give the title compound (6.05 g) as red oil. The reactants are [Br-], CCBr, C#C[Mg+], C#C, Cl, O=Cc1cccc(Oc2ccc(F)cc2)c1, [Mg], C1CCOC1. The product is C#CC(O)c1cccc(Oc2ccc(F)cc2)c1. As a reaction SMILES: [Br-:23].[Br:1][CH2:2][CH3:3].[C:24]([Mg+:25])#[CH:26].[CH:5]#[CH:6].[ClH:27].[F:7][c:8]1[cH:9][cH:10][c:11]([O:12][c:13]2[cH:14][c:15]([CH:16]=[O:17])[cH:18][cH:19][cH:20]2)[cH:21][cH:22]1.[Mg:4].[O:28]1[CH2:29][CH2:30][CH2:31][CH2:32]1>>[C:2](#[CH:3])[CH:16]([c:15]1[cH:14][c:13]([O:12][c:11]2[cH:10][cH:9][c:8]([F:7])[cH:22][cH:21]2)[cH:20][cH:19][cH:18]1)[OH:17]. Starting materials: CC1=NC(SC1)=S (4-methyl-2-thioxo-1,3-thiazoline), C(C)(C)OC(C)C (isopropyl ether), C(C)(=O)OCC1=C(N2C(C(C2SC1)NC(CC=1SC(SC1)=O)=O)=O)C(=O)O (3-Acetoxymethyl-2-carboxy-8-oxo-7-[(1,3-dithiol-2-on-4-yl)-acetamido]-5-thia-1-aza-bicyclo[4.2.0]-oct-2-ene), Cl (hydrochloric acid). The solvent is O (water), C([O-])(O)=O.[Na+] (sodium bicarbonate), CO (methanol), O (water), C([O-])(O)=O.[Na+] (sodium bicarbonate). Conditions: temperature 60 celsius. Yields the product C(=O)(O)C=1N2C(C(C2SCC1CSC=1SC=C(N1)C)NC(CC=1SC(SC1)=O)=O)=O (2-carboxy-3-[(4-methyl-1,3-thiazol-2-yl)-thiomethyl]-8-oxo-7-[(1,3-dithiol-2-on-4-yl)-acetamido]-5-thia-1-aza-bicyclo[4.2.0]oct-2-ene). Isolated yield 22.3%. Reaction SMILES: C(O[CH2:5][C:6]1[CH2:13][S:12][CH:11]2[N:8]([C:9](=[O:24])[CH:10]2[NH:14][C:15](=[O:23])[CH2:16][C:17]2[S:18][C:19](=[O:22])[S:20][CH:21]=2)[C:7]=1[C:25]([OH:27])=[O:26])(=O)C.[CH3:28][C:29]1[CH2:33][S:32][C:31](=[S:34])[N:30]=1.Cl.C(OC(C)C)(C)C>O.C(=O)(O)[O-].[Na+].CO>[C:25]([C:7]1[N:8]2[CH:11]([S:12][CH2:13][C:6]=1[CH2:5][S:34][C:31]1[S:32][CH:33]=[C:29]([CH3:28])[N:30]=1)[CH:10]([NH:14][C:15](=[O:23])[CH2:16][C:17]1[S:18][C:19](=[O:22])[S:20][CH:21]=1)[C:9]2=[O:24])([OH:27])=[O:26] |f:5.6|. Reported procedure: 3-Acetoxymethyl-2-carboxy-8-oxo-7-[(1,3-dithiol-2-on-4-yl)-acetamido]-5-thia-1-aza-bicyclo[4.2.0]-oct-2-ene (7.7 g.) is dissolved in distilled water (100 cc.) and sodium bicarbonate (1.64 g.). A solution of 4-methyl-2-thioxo-1,3-thiazoline (2.76 g.) in distilled water (75 cc.) and sodium bicarbonate (1.64 g.) is added and the resulting solution is heated to 60° C. for 6 hours. After cooling, it is acidified to pH 5.5 by adding 4 N hydrochloric acid and then extracted with ethyl acetate (100 cc.)... Reactants: Ice water, [H-].[Na+] (sodium hydride), FC1=C2C(=NC=C1)NC=C2 (4-fluoro-1H-pyrrolo[2,3-b]pyridine), BrCCCOC (1-Bromo-3-methoxypropane), [I-].[K+] (potassium iodide). The solvent is CN(C=O)C (N,N-dimethylformamide). Run at time 1.5 hour. The product is FC1=C2C(=NC=C1)N(C=C2)CCCOC (4-fluoro-1-(3-methoxypropyl)-1H-pyrrolo[2,3-b]pyridine). Isolated yield 88.5%. As a reaction SMILES: [H-].[Na+].[F:3][C:4]1[CH:9]=[CH:8][N:7]=[C:6]2[NH:10][CH:11]=[CH:12][C:5]=12.Br[CH2:14][CH2:15][CH2:16][O:17][CH3:18].[I-].[K+]>CN(C)C=O>[F:3][C:4]1[CH:9]=[CH:8][N:7]=[C:6]2[N:10]([CH2:14][CH2:15][CH2:16][O:17][CH3:18])[CH:11]=[CH:12][C:5]=12 |f:0.1,4.5|. Procedure details: 60% Oily sodium hydride (135 mg) was added to a solution of 4-fluoro-1H-pyrrolo[2,3-b]pyridine (384 mg) in N,N-dimethylformamide (6 ml) and the mixture was stirred at room temperature for 1.5 hours. 1-Bromo-3-methoxypropane (518 mg) and potassium iodide (468 mg) were added to the mixture and the reaction mixture was stirred at 50° C. for 1.5 hours. Ice water was added to the reaction mixture slowly and the mixture was extracted with ethyl acetate. The organic layer was washed with water and satu...